From a dataset of the Open Reaction Database (ORD), a public repository of structured organic reaction records. describe an organic reaction: reactants, conditions, products, and yield Reactants: BrCc1ccccc1, CN(C)C=O, COC(=O)c1n[nH]c2cccc(Cl)c2c1=O, [H-], [Na+]. Yields the product COC(=O)c1nn(Cc2ccccc2)c2cccc(Cl)c2c1=O. As a reaction SMILES: [Br:17][CH2:18][c:19]1[cH:20][cH:21][cH:22][cH:23][cH:24]1.[CH3:27][N:28]([CH3:29])[CH:30]=[O:31].[Cl:1][c:2]1[c:3]2[c:4](=[O:16])[c:5]([C:12](=[O:13])[O:14][CH3:15])[n:6][nH:7][c:8]2[cH:9][cH:10][cH:11]1.[H-:25].[Na+:26]>>[Cl:1][c:2]1[c:3]2[c:4](=[O:16])[c:5]([C:12](=[O:13])[O:14][CH3:15])[n:6][n:7]([CH2:18][c:19]3[cH:20][cH:21][cH:22][cH:23][cH:24]3)[c:8]2[cH:9][cH:10][cH:11]1. Starting materials: C(C=C)[Mg]Cl (Allylmagnesium chloride), C(C)OC(C(=C1CCC2(OCC(CO2)(C)C)CC1)C#N)=O (cyano-(3,3-dimethyl-1,5-dioxa-spiro[5.5]undec-9-ylidene)-acetic acid ethyl ester), [NH4+].[Cl-] (NH4Cl). Reagents/catalysts: [Cu]I (CuI). The solvent is O1CCCC1 (tetrahydrofuran). Run at time 8 hour. The product is C(C)OC(CC(C#N)C1(CCC2(OCC(CO2)(C)C)CC1)CC=C)=O (3-(9-allyl-3,3-dimethyl-1,5-dioxa-spiro[5.5]undec-9-yl)-3-cyano-propionic acid ethyl ester). Reaction SMILES: [CH2:1]([Mg]Cl)[CH:2]=[CH2:3].C(OC(=O)[C:10]([C:24]#[N:25])=[C:11]1[CH2:23][CH2:22][C:14]2([O:19][CH2:18][C:17]([CH3:21])([CH3:20])[CH2:16][O:15]2)[CH2:13][CH2:12]1)C.[NH4+].[Cl-]>O1CCCC1.[Cu]I>[CH2:16]([O:15][C:14](=[O:19])[CH2:13][CH:10]([C:11]1([CH2:1][CH:2]=[CH2:3])[CH2:12][CH2:13][C:14]2([O:19][CH2:18][C:17]([CH3:20])([CH3:21])[CH2:16][O:15]2)[CH2:22][CH2:23]1)[C:24]#[N:25])[CH3:17] |f:2.3|. Procedure details: Allylmagnesium chloride (2 mol/L in tetrahydrofuran, 56 ml) is added to a solution of cyano-(3,3-dimethyl-1,5-dioxa-spiro[5.5]undec-9-ylidene)-acetic acid ethyl ester (13.7 g) and CuI (2.7 g) in tetrahydrofuran (100 mL) under argon atmosphere and chilled in an ice bath. The mixture is warmed in the cooling bath to room temperature and stirred overnight. Aqueous NH4Cl solution is then added and the resulting mixture is extracted with tert-butyl methyl ether. The combined extracts are washed with ... The reactants are CCOC(=O)c1ccc(C#N)c(NC2CCC(NC(=O)OC(C)(C)C)CC2)c1, ClCCl, O=C(O)C(F)(F)F. Yields the product CCOC(=O)c1ccc(C#N)c(NC2CCC(N)CC2)c1. Reaction SMILES: [C:1](#[N:2])[c:3]1[c:4]([NH:14][CH:15]2[CH2:16][CH2:17][CH:18]([NH:21][C:22]([O:23][C:24]([CH3:25])([CH3:26])[CH3:27])=[O:28])[CH2:19][CH2:20]2)[cH:5][c:6]([C:7](=[O:8])[O:9][CH2:10][CH3:11])[cH:12][cH:13]1.[Cl:29][CH2:30][Cl:31].[OH:32][C:33]([C:34]([F:35])([F:36])[F:37])=[O:38]>>[C:1](#[N:2])[c:3]1[c:4]([NH:14][CH:15]2[CH2:16][CH2:17][CH:18]([NH2:21])[CH2:19][CH2:20]2)[cH:5][c:6]([C:7](=[O:8])[O:9][CH2:10][CH3:11])[cH:12][cH:13]1. The reactants are C(C=C)C1CCCCC=2N1C(ON2)=O (6,7,8,9-tetrahydro-5-(2-propenyl)-3H,5H-[1,2,4]oxadiazolo[4,3-a]azepin-3-one), B (Borane), C([O-])(O)=O.[Na+] (sodium bicarbonate), OO (hydrogen peroxide). The solvent is O1CCCC1 (tetrahydrofuran), CO (Methanol). Run at time 2 hour. Yields the product OCCCC1CCCCC=2N1C(ON2)=O (6,7,8,9-tetrahydro-5-(3-hydroxypropyl)-3H,5H-[1,2,4]oxadiazolo[4,3-a]azepin-3-one). Reaction SMILES: [CH2:1]([CH:4]1[N:10]2[C:11](=[O:14])[O:12][N:13]=[C:9]2[CH2:8][CH2:7][CH2:6][CH2:5]1)[CH:2]=[CH2:3].B.C(=O)(O)[O-:17].[Na+].OO>O1CCCC1.CO>[OH:17][CH2:3][CH2:2][CH2:1][CH:4]1[N:10]2[C:11](=[O:14])[O:12][N:13]=[C:9]2[CH2:8][CH2:7][CH2:6][CH2:5]1 |f:2.3|. Reported procedure: A solution of the product of Example 6 (3.0 g, 0.0155 mol) in tetrahydrofuran (44 mL) under nitrogen was treated with a Borane.THF complex (1M, 18.56 mL) and this reaction was stirred for 2 hours. Methanol (2.50 mL) was added before a solution of saturated sodium bicarbonate (2.32 mL) and hydrogen peroxide (30%, 2.32 mL) were added resulting in a white precipitate. The precipitate was filtered off and the solvent was removed from the filtrate under reduced pressure to afford the title compound. Starting materials: [N+](=O)([O-])C (nitromethane), CN(C(N(C)C)=N)C (tetramethylguanidine), N1C=NC=C1 (imidazole), [SiH3]C=1NC=CN1 (silyl-imidazole), Cl[Si](C)(C)C (chlorotrimethylsilane), CCOCC (ether). Run in CC(=O)C (acetone), CC(=O)C (acetone), [N+](=O)([O-])C.CC(=O)C (nitromethane acetone). Reaction conditions: time 18 hour. The product is CC(C[N+](=O)[O-])(O[Si](C)(C)C)C ((1,1-Dimethyl-2-nitro-ethoxy)-trimethyl-silane). Reaction SMILES: [N+:1]([CH3:4])([O-:3])=[O:2].CN(C)C(=N)N(C)C.Cl[Si:14]([CH3:17])([CH3:16])[CH3:15].N1C=CN=[CH:19]1.[SiH3]C1NC=CN=1.CC[O:31][CH2:32][CH3:33]>[N+](C)([O-])=O.CC(C)=O.CC(C)=O>[CH3:19][C:32]([CH3:33])([O:31][Si:14]([CH3:17])([CH3:16])[CH3:15])[CH2:4][N+:1]([O-:3])=[O:2] |f:6.7|. Procedure: To a solution of nitromethane (100 g, 1.64 mmol) and acetone (5 mL), add a catalytic amount of tetramethylguanidine. Using a syringe pump, add acetone (115 mL, 1.64 mmol) over a period of 72 hours to the stirred solution at RT. Separately, combine chlorotrimethylsilane (206 mL, 1.64 mmol) and imidazole (123 g, 1.8 mmol) at 0° C. Transfer the nitromethane/acetone mixture into the silyl-imidazole mixture and allow this new solution to stir 18 hours at RT. Then cool the reaction to 0° C., dilute wi... Reactants: Brc1ccc(Br)nc1, CO, O, c1cc(N2CCNCC2)ccn1. The product is Brc1ccc(N2CCN(c3ccncc3)CC2)nc1. As a reaction SMILES: [Br:13][c:14]1[n:15][cH:16][c:17]([Br:20])[cH:18][cH:19]1.[CH3:22][OH:23].[OH2:21].[n:1]1[cH:2][cH:3][c:4]([N:7]2[CH2:8][CH2:9][NH:10][CH2:11][CH2:12]2)[cH:5][cH:6]1>>[n:1]1[cH:2][cH:3][c:4]([N:7]2[CH2:8][CH2:9][N:10]([c:14]3[n:15][cH:16][c:17]([Br:20])[cH:18][cH:19]3)[CH2:11][CH2:12]2)[cH:5][cH:6]1. Starting materials: C(C)OC(CC(=O)C)=O (ethylacetoacetate), O1CC1CC (1,2-epoxybutane), C(C)OC(CC(=O)C)=O (ethylacetoacetate), O1CC1CC (1,2-epoxybutane), [OH-].[Na+] (sodium hydroxide), O (water). Solvent: C(C)O (ethanol), C(C)(=O)O (acetic acid). Run at time 48 hour. Yields the product C(C)(=O)C1C(=O)OC(C1)CC (2-acetyl-4-ethyl butyrolactone). The yield is 45.0%. As a reaction SMILES: [CH2:1]([O:3][C:4](=[O:9])[CH2:5][C:6]([CH3:8])=[O:7])[CH3:2].O1[CH:12](CC)[CH2:11]1.[OH-].[Na+].O>C(O)(=O)C.C(O)C>[C:6]([CH:5]1[CH2:2][CH:1]([CH2:11][CH3:12])[O:3][C:4]1=[O:9])(=[O:7])[CH3:8] |f:2.3|. Procedure: 2-acetyl-4-ethyl butyrolactone was prepared from ethylacetoacetate and 1,2-epoxybutane according to the method described in Johnson U.S. Pat. No. 2,443,827. A mixture of 40 g sodium hydroxide (1.0 mole), 270 ml water and 90 ml ethanol was cooled to 0°, stirred, and 130 g ethylacetoacetate (1.0 mole) and 72 g 1,2-epoxybutane (1.0 mole) added. Stirring was continued at 0°, and the mixture was thereafter left at 4° C. for 48 hours. The reaction mixture was neutralized with 80 ml acetic acid, extrac... The reactants are C(N)(=O)N(C1CCN(CC1)C(=O)OC(C)(C)C)C1=C(C=C(C=C1)OCC(F)F)C(=O)OC (1,1-Dimethylethyl 4-{carbamoyl[4-(2,2-difluoroethoxy)-2-(methoxycarbonyl)-phenyl]amino}piperidine-1-carboxylate), [OH-].[Na+] (NaOH). Run in O1CCOCC1 (dioxane). Product: FC(COC=1C=C2C(NC(N(C2=CC1)C1CCN(CC1)C(=O)OC(C)(C)C)=O)=O)F (1,1-Dimethylethyl 4-[6-(2,2-difluoroethoxy)-2,4-dioxo-3,4-dihydroquinazolin-1(2H)-yl]piperidine-1-carboxylate). RXN SMILES: [C:1]([N:4]([C:18]1[CH:23]=[CH:22][C:21]([O:24][CH2:25][CH:26]([F:28])[F:27])=[CH:20][C:19]=1[C:29](OC)=[O:30])[CH:5]1[CH2:10][CH2:9][N:8]([C:11]([O:13][C:14]([CH3:17])([CH3:16])[CH3:15])=[O:12])[CH2:7][CH2:6]1)(=[O:3])[NH2:2].[OH-].[Na+]>O1CCOCC1>[F:27][CH:26]([F:28])[CH2:25][O:24][C:21]1[CH:20]=[C:19]2[C:18](=[CH:23][CH:22]=1)[N:4]([CH:5]1[CH2:6][CH2:7][N:8]([C:11]([O:13][C:14]([CH3:16])([CH3:17])[CH3:15])=[O:12])[CH2:9][CH2:10]1)[C:1](=[O:3])[NH:2][C:29]2=[O:30] |f:1.2|. Procedure: 2.5 g of 1,1-dimethylethyl 4-{carbamoyl[4-(2,2-difluoroethoxy)-2-(methoxycarbonyl)phenyl]amino}piperidine-1-carboxylate obtained in stage 3.4 in solution in a mixture of 10 ml of dioxane and 5 ml of a 1N aqueous NaOH solution are irradiated under a microwave field at 130° C. for 30 min. Extraction is carried out with AcOEt and the extract is neutralized with a 1N aqueous HCl solution, washed with water, dried over MgSO4, filtered and evaporated under reduced pressure. The residue obtained is tri... Starting materials: Cl (HCl), O1C=C(C=C1)C1=CNC2=NC=C(C=C21)NC(OC(C)(C)C)=O (tert-Butyl 3-(furan-3-yl)-1H-pyrrolo[2,3-b]pyridin-5-ylcarbamate), Cl (HCl). Run in CO (MeOH). Run at time 8 hour. The product is O1C=C(C=C1)C1=CNC2=NC=C(C=C21)N (3-(Furan-3-yl)-1H-pyrrolo[2,3-b]pyridin-5-amine). Yield: 69.7%. Reaction SMILES: Cl.[O:2]1[CH:6]=[CH:5][C:4]([C:7]2[C:15]3[C:10](=[N:11][CH:12]=[C:13]([NH:16]C(=O)OC(C)(C)C)[CH:14]=3)[NH:9][CH:8]=2)=[CH:3]1>CO>[O:2]1[CH:6]=[CH:5][C:4]([C:7]2[C:15]3[C:10](=[N:11][CH:12]=[C:13]([NH2:16])[CH:14]=3)[NH:9][CH:8]=2)=[CH:3]1. Procedure details: 4.0 M aqueous HCl (0.83 mL, 3.32 mmol) was added to a suspension of 47 (90 mg, 0.30 mmol) in MeOH (0.17 mL) and the mixture was stirred at r.t. overnight. Concentrated aqueous HCl (0.2 mL, 2.2 mmol) was added and stirring continued for 5 h. The mixture was concentrated to dryness in vacuum and separated by means of LCMS (column LUNA 10 μ C18(2) 00G-4253-V0 250×50 mm) using water—MeCN (0.1% AcOH) as eluent (in gradient; flow 80 mL/min) to afford 48 (41.64 mg, 70%). 1H NMR (400 MHz; CDCl3+3 drops ... Starting materials: CC(C)(C)ON=O, CC(Br)=C(Br)c1c(C#N)nn(-c2c(Cl)cc(C(F)(F)F)cc2Cl)c1N, C1CCOC1. Product: CC(Br)=C(Br)c1cn(-c2c(Cl)cc(C(F)(F)F)cc2Cl)nc1C#N. RXN SMILES: [N:26]([O:27][C:28]([CH3:29])([CH3:30])[CH3:31])=[O:32].[NH2:1][c:2]1[c:3]([C:21](=[C:22]([CH3:23])[Br:24])[Br:25])[c:4]([C:19]#[N:20])[n:5][n:6]1-[c:7]1[c:8]([Cl:18])[cH:9][c:10]([C:14]([F:15])([F:16])[F:17])[cH:11][c:12]1[Cl:13].[O:33]1[CH2:34][CH2:35][CH2:36][CH2:37]1>>[cH:2]1[c:3]([C:21](=[C:22]([CH3:23])[Br:24])[Br:25])[c:4]([C:19]#[N:20])[n:5][n:6]1-[c:7]1[c:8]([Cl:18])[cH:9][c:10]([C:14]([F:15])([F:16])[F:17])[cH:11][c:12]1[Cl:13].